This data is from the Open Reaction Database (ORD), a public repository of structured organic reaction records. The task is: describe an organic reaction: reactants, conditions, products, and yield The reactants are CC(C)(C)OC(=O)c1ccc(CBr)cc1, COC(=O)C(O)Cc1ccc(C(C)(C)C)cc1O[SiH](C)C, C1CCOC1, CCCC[N+](CCCC)(CCCC)CCCC, [H-], [I-], [Na+]. Yields the product COC(=O)C(Cc1ccc(C(C)(C)C)cc1O[SiH](C)C)OCc1ccc(C(=O)OC(C)(C)C)cc1. RXN SMILES: [Br:24][CH2:25][c:26]1[cH:27][cH:28][c:29]([C:30](=[O:31])[O:32][C:33]([CH3:34])([CH3:35])[CH3:36])[cH:37][cH:38]1.[C:1]([CH3:2])([CH3:3])([CH3:4])[c:5]1[cH:6][c:7]([O:18][SiH:19]([CH3:20])[CH3:21])[c:8]([CH2:11][CH:12]([C:13](=[O:14])[O:15][CH3:16])[OH:17])[cH:9][cH:10]1.[CH2:39]1[O:40][CH2:41][CH2:42][CH2:43]1.[CH2:45]([N+:46]([CH2:47][CH2:48][CH2:49][CH3:50])([CH2:51][CH2:52][CH2:53][CH3:54])[CH2:55][CH2:56][CH2:57][CH3:58])[CH2:59][CH2:60][CH3:61].[H-:22].[I-:44].[Na+:23]>>[C:1]([CH3:2])([CH3:3])([CH3:4])[c:5]1[cH:6][c:7]([O:18][SiH:19]([CH3:20])[CH3:21])[c:8]([CH2:11][CH:12]([C:13](=[O:14])[O:15][CH3:16])[O:17][CH2:25][c:26]2[cH:27][cH:28][c:29]([C:30](=[O:31])[O:32][C:33]([CH3:34])([CH3:35])[CH3:36])[cH:37][cH:38]2)[cH:9][cH:10]1. The reactants are OCC1CCCN(C2=C1C=CC=C2)C(C2=CC=C(C=C2)NC(C2=C(C=CC=C2)C)=O)=O (5-hydroxymethyl-1-[4-(2-methylbenzoylamino)benzoyl]-2,3,4,5-tetrahydro-1H-benzazepine), C(C)(=O)OC(C)=O (acetic anhydride), ice water. Solvent: N1=CC=CC=C1 (pyridine). Run at time 5 hour. Product: C(C)(=O)OCC1CCCN(C2=C1C=CC=C2)C(C2=CC=C(C=C2)NC(C2=C(C=CC=C2)C)=O)=O (5-acetyloxymethyl-1-[4-(2-methylbenzoylamino)benzoyl]-2,3,4,5-tetrahydro-1H-benzazepine). As a reaction SMILES: [OH:1][CH2:2][CH:3]1[C:9]2[CH:10]=[CH:11][CH:12]=[CH:13][C:8]=2[N:7]([C:14](=[O:31])[C:15]2[CH:20]=[CH:19][C:18]([NH:21][C:22](=[O:30])[C:23]3[CH:28]=[CH:27][CH:26]=[CH:25][C:24]=3[CH3:29])=[CH:17][CH:16]=2)[CH2:6][CH2:5][CH2:4]1.[C:32](OC(=O)C)(=[O:34])[CH3:33]>N1C=CC=CC=1>[C:32]([O:1][CH2:2][CH:3]1[C:9]2[CH:10]=[CH:11][CH:12]=[CH:13][C:8]=2[N:7]([C:14](=[O:31])[C:15]2[CH:20]=[CH:19][C:18]([NH:21][C:22](=[O:30])[C:23]3[CH:28]=[CH:27][CH:26]=[CH:25][C:24]=3[CH3:29])=[CH:17][CH:16]=2)[CH2:6][CH2:5][CH2:4]1)(=[O:34])[CH3:33]. Reported procedure: To 5-hydroxymethyl-1-[4-(2-methylbenzoylamino)benzoyl]-2,3,4,5-tetrahydro-1H-benzazepine (0.40 g) are added acetic anhydride (4.0 ml) and pyridine (0.5 ml), and the mixture is stirred at room temperature for 5 hours. After completion of the reaction, the reaction solution is poured into ice-water and extracted with ethyl acetate. The extract is washed successively with diluted hydrochloric acid and saturated saline solution, and dried over magnesium sulfate. The solvent is distilled off and the ... Reactants: CC(C)(C)OC(=O)NCc1nc(C(=O)NCCc2cccc(Cl)c2)cs1, CO, Cl, C1COCCO1. Yields the product NCc1nc(C(=O)NCCc2cccc(Cl)c2)cs1. As a reaction SMILES: [C:1]([O:2][C:3](=[O:4])[NH:7][CH2:8][c:9]1[s:10][cH:11][c:12]([C:14]([NH:15][CH2:16][CH2:17][c:18]2[cH:19][c:20]([Cl:24])[cH:21][cH:22][cH:23]2)=[O:25])[n:13]1)([CH3:5])([CH3:6])[CH3:26].[CH3:28][OH:29].[ClH:27].[O:30]1[CH2:31][CH2:32][O:33][CH2:34][CH2:35]1>>[NH2:7][CH2:8][c:9]1[s:10][cH:11][c:12]([C:14]([NH:15][CH2:16][CH2:17][c:18]2[cH:19][c:20]([Cl:24])[cH:21][cH:22][cH:23]2)=[O:25])[n:13]1. Reactants: CO, O=C1CCC(=O)N1Cl, Nc1cc2ccccc2cn1. Yields the product Nc1ncc2ccccc2c1Cl. As a reaction SMILES: [CH3:20][OH:21].[Cl:12][N:13]1[C:14](=[O:15])[CH2:16][CH2:17][C:18]1=[O:19].[cH:1]1[n:2][c:3]([NH2:11])[cH:4][c:5]2[cH:6][cH:7][cH:8][cH:9][c:10]12>>[cH:1]1[n:2][c:3]([NH2:11])[c:4]([Cl:12])[c:5]2[cH:6][cH:7][cH:8][cH:9][c:10]12.